From a dataset of the Open Reaction Database (ORD), a public repository of structured organic reaction records. describe an organic reaction: reactants, conditions, products, and yield Starting materials: CN1C=CC2=CC=CC=C12 (1-methylindole), [Cl-].ClC1=C(C=[N+](C)C)C=CC(=C1)Cl ((2,4-dichloro-benzylidene)-dimethyl-ammonium chloride), ClC1=C(C=O)C=CC(=C1)Cl (2,4-dichloro-benzaldehyde), CNC (dimethylamine). Yields the product ClC1=C(C=CC(=C1)Cl)C(C1=CN(C2=CC=CC=C12)C)N(C)C ([(2,4-Dichloro-phenyl)-(1-methyl-1H-indol-3-yl)-methyl]-dimethyl-amine). Reaction SMILES: [CH3:1][N:2]1[C:10]2[C:5](=[CH:6][CH:7]=[CH:8][CH:9]=2)[CH:4]=[CH:3]1.[Cl-].[Cl:12][C:13]1[CH:22]=[C:21]([Cl:23])[CH:20]=[CH:19][C:14]=1[CH:15]=[N+:16]([CH3:18])[CH3:17].ClC1C=C(Cl)C=CC=1C=O.CNC>>[Cl:12][C:13]1[CH:22]=[C:21]([Cl:23])[CH:20]=[CH:19][C:14]=1[CH:15]([N:16]([CH3:18])[CH3:17])[C:4]1[C:5]2[C:10](=[CH:9][CH:8]=[CH:7][CH:6]=2)[N:2]([CH3:1])[CH:3]=1 |f:1.2|. Reported procedure: The preparation was carried out in accordance with general synthesis instructions 4 from 1-methylindole and (2,4-dichloro-benzylidene)-dimethyl-ammonium chloride, which had been prepared in accordance with example 24 from 2,4-dichloro-benzaldehyde and dimethylamine. Reactants: CCO, NN, O, O=C1c2ccccc2C(=O)N1CCN1CCN(CCO)CC1. Yields the product NCCN1CCN(CCO)CC1. RXN SMILES: [CH3:26][CH2:27][OH:28].[NH2:24][NH2:25].[OH2:23].[OH:1][CH2:2][CH2:3][N:4]1[CH2:5][CH2:6][N:7]([CH2:10][CH2:11][N:12]2[C:13](=[O:14])[c:15]3[c:16]([cH:17][cH:18][cH:19][cH:20]3)[C:21]2=[O:22])[CH2:8][CH2:9]1>>[OH:1][CH2:2][CH2:3][N:4]1[CH2:5][CH2:6][N:7]([CH2:10][CH2:11][NH2:12])[CH2:8][CH2:9]1. Reactants: N#Cc1c(N)cc(N)nc1Br, CC(C)O, [Na], O. Yields the product CC(C)Oc1nc(N)cc(N)c1C#N. As a reaction SMILES: [Br:6][c:7]1[c:8]([C:9]#[N:10])[c:11]([NH2:16])[cH:12][c:13]([NH2:15])[n:14]1.[CH3:1][CH:2]([CH3:3])[OH:4].[Na:5].[OH2:17]>>[CH3:1][CH:2]([CH3:3])[O:4][c:7]1[c:8]([C:9]#[N:10])[c:11]([NH2:16])[cH:12][c:13]([NH2:15])[n:14]1. Reactants: ClC1=CC=C(C=C1)N1N=CC(=C1CCC)C(=O)Cl (1-(4-chlorophenyl)-5-propyl-pyrazole-4-carbonyl chloride), CNC1CCCCC1 (N-methylcyclohexylamine). Reagents/catalysts: CN(C)C=O (DMF). The solvent is C(Cl)Cl (DCM). Conditions: time 2 hour. Product: ClC1=CC=C(C=C1)N1N=CC(=C1CCC)C(=O)N(C)C1CCCCC1 (1-(4-chlorophenyl)-N-cyclohexyl-N-methyl-5-propyl-pyrazole-4-carboxamide). RXN SMILES: [Cl:1][C:2]1[CH:7]=[CH:6][C:5]([N:8]2[C:12]([CH2:13][CH2:14][CH3:15])=[C:11]([C:16](Cl)=[O:17])[CH:10]=[N:9]2)=[CH:4][CH:3]=1.[CH3:19][NH:20][CH:21]1[CH2:26][CH2:25][CH2:24][CH2:23][CH2:22]1>C(Cl)Cl.CN(C=O)C>[Cl:1][C:2]1[CH:7]=[CH:6][C:5]([N:8]2[C:12]([CH2:13][CH2:14][CH3:15])=[C:11]([C:16]([N:20]([CH:21]3[CH2:26][CH2:25][CH2:24][CH2:23][CH2:22]3)[CH3:19])=[O:17])[CH:10]=[N:9]2)=[CH:4][CH:3]=1. Procedure details: To a suspension of 1-(4-chlorophenyl)-5-propyl-pyrazole-4-carbonyl chloride (commercially available, 302 mg, 1.07 mmol) in DCM (5 ml) was added 1 drop of DMF followed by N-methylcyclohexylamine (349 μL, 2.68 mmol). The reaction mixture was stiffed at room temperature for two hours then stopped. Starting materials: CCC1CCCCC1N, CO, O=C(Cl)Cl, Cl. Yields the product CCC1CCCCC1N=C=O. RXN SMILES: [CH2:1]([CH3:2])[CH:3]1[CH:4]([NH2:9])[CH2:5][CH2:6][CH2:7][CH2:8]1.[CH3:15][OH:16].[Cl:11][C:12]([Cl:13])=[O:14].[ClH:10]>>[CH2:1]([CH3:2])[CH:3]1[CH:4]([N:9]=[C:12]=[O:14])[CH2:5][CH2:6][CH2:7][CH2:8]1. Reactants: CCCC(=O)Nc1nn(COCC[Si](C)(C)C)c2cc(Br)ccc12, O=C([O-])[O-], CCOC(C)=O, OB(O)c1ccc(Cl)cc1, [K+], [K+], C1COCCO1. Product: CCCC(=O)Nc1nn(COCC[Si](C)(C)C)c2cc(-c3ccc(Cl)cc3)ccc12. Reaction SMILES: [Br:17][c:18]1[cH:19][cH:20][c:21]2[c:22]([NH:35][C:36]([CH2:37][CH2:38][CH3:39])=[O:40])[n:23][n:24]([CH2:27][O:28][CH2:29][CH2:30][Si:31]([CH3:32])([CH3:33])[CH3:34])[c:25]2[cH:26]1.[C:11](=[O:12])([O-:13])[O-:14].[CH3:47][CH2:48][O:49][C:50](=[O:51])[CH3:52].[Cl:1][c:2]1[cH:3][cH:4][c:5]([B:8]([OH:9])[OH:10])[cH:6][cH:7]1.[K+:15].[K+:16].[O:41]1[CH2:42][CH2:43][O:44][CH2:45][CH2:46]1>>[Cl:1][c:2]1[cH:3][cH:4][c:5](-[c:18]2[cH:19][cH:20][c:21]3[c:22]([NH:35][C:36]([CH2:37][CH2:38][CH3:39])=[O:40])[n:23][n:24]([CH2:27][O:28][CH2:29][CH2:30][Si:31]([CH3:32])([CH3:33])[CH3:34])[c:25]3[cH:26]2)[cH:6][cH:7]1. Starting materials: C(C)(C)(C)OC(NC1=CC(=CC(=C1)C(F)(F)F)NC(CC(N[C@H]([C@H](CCC)O)CN(CC1=C(C=C(C=C1)C)C)C(=O)OCC1=CC=CC=C1)=O)=O)=O ((3-{2-[(1S,2S)-1-{[benzyloxycarbonyl-(2,4-dimethyl-benzyl)-amino]-methyl}-2-hydroxy-pentylcarbamoyl]-acetylamino}-5-trifluoromethyl-phenyl)-carbamic acid tert-butyl ester), C(=O)(C(F)(F)F)O (TFA). The solvent is C(Cl)Cl (CH2Cl2). Run at time 3 hour. Product: C(C1=CC=CC=C1)OC(N(CC1=C(C=C(C=C1)C)C)C[C@@H]([C@H](CCC)O)NC(CC(NC1=CC(=CC(=C1)C(F)(F)F)N)=O)=O)=O ({(2S,3S)-2-[2-(3-amino-5-trifluoromethyl-phenylcarbamoyl)-acetylamino]-3-hydroxyhexyl}-(2,4-dimethyl-benzyl)-carbamic acid benzyl ester). Isolated yield 100.0%. Reaction SMILES: C(OC(=O)[NH:7][C:8]1[CH:13]=[C:12]([C:14]([F:17])([F:16])[F:15])[CH:11]=[C:10]([NH:18][C:19](=[O:51])[CH2:20][C:21](=[O:50])[NH:22][C@@H:23]([CH2:29][N:30]([C:40]([O:42][CH2:43][C:44]2[CH:49]=[CH:48][CH:47]=[CH:46][CH:45]=2)=[O:41])[CH2:31][C:32]2[CH:37]=[CH:36][C:35]([CH3:38])=[CH:34][C:33]=2[CH3:39])[C@@H:24]([OH:28])[CH2:25][CH2:26][CH3:27])[CH:9]=1)(C)(C)C.C(O)(C(F)(F)F)=O>C(Cl)Cl>[CH2:43]([O:42][C:40](=[O:41])[N:30]([CH2:29][C@H:23]([NH:22][C:21](=[O:50])[CH2:20][C:19](=[O:51])[NH:18][C:10]1[CH:11]=[C:12]([C:14]([F:15])([F:16])[F:17])[CH:13]=[C:8]([NH2:7])[CH:9]=1)[C@@H:24]([OH:28])[CH2:25][CH2:26][CH3:27])[CH2:31][C:32]1[CH:37]=[CH:36][C:35]([CH3:38])=[CH:34][C:33]=1[CH3:39])[C:44]1[CH:49]=[CH:48][CH:47]=[CH:46][CH:45]=1. Reported procedure: The compound (3-{2-[(1S,2S)-1-{[benzyloxycarbonyl-(2,4-dimethyl-benzyl)-amino]-methyl}-2-hydroxy-pentylcarbamoyl]-acetylamino}-5-trifluoromethyl-phenyl)-carbamic acid tert-butyl ester (577 mg, 0.79 mmol) was dissolved in CH2Cl2 (12 mL) and treated with TFA (4 mL). The solution was stirred for 3 h and then concentrated in vacuo. The residue was dissolved in benzene and concentrated in vacuo; this procedure was repeated to provide {(2S,3S)-2-[2-(3-amino-5-trifluoromethyl-phenylcarbamoyl)-acetylami... Reactants: CC(C=O)C(C=C)C (2,3-dimethyl-pent-4en-aldehyde), C=O (formaldehyde), [OH-].[Na+] (sodium hydroxide). Yields the product CC(CO)(CO)C(C)CC (2-METHYL-2(Sec Butyl)-1,3-PROPANEDIOL). Reaction SMILES: [CH3:1][CH:2]([CH:5]([CH3:8])[CH:6]=[CH2:7])[CH:3]=[O:4].[CH2:9]=[O:10].[OH-].[Na+]>>[CH3:1][C:2]([CH:5]([CH2:6][CH3:7])[CH3:8])([CH2:9][OH:10])[CH2:3][OH:4] |f:2.3|. Procedure details: 50 g. of 2,3-dimethyl-pent-4en-aldehyde is added to 100 ml. of 37% formaldehyde in a 250 ml. round bottom flask. 70 g. of a 50% w/w solution of sodium hydroxide is dripped into the mixture with stirring and the temperature maintained at 35°-40° C. with an ice bath. When the addition is complete the mixture is stirred one-half hour at room temperature and the two layers separated. The aqueous layer is extracted with 75 ml. ethyl acetate and the extract combined with the organic layer. The organic... Starting materials: CC#N, O=S(Cl)Cl, OC(c1cc2ccccc2s1)c1cc(Br)ccc1F. Yields the product Fc1ccc(Br)cc1C(Cl)c1cc2ccccc2s1. Reaction SMILES: [CH3:24][C:25]#[N:26].[S:20]([Cl:21])([Cl:22])=[O:23].[s:1]1[c:2]([CH:10]([OH:11])[c:12]2[c:13]([F:19])[cH:14][cH:15][c:16]([Br:18])[cH:17]2)[cH:3][c:4]2[c:5]1[cH:6][cH:7][cH:8][cH:9]2>>[s:1]1[c:2]([CH:10]([c:12]2[c:13]([F:19])[cH:14][cH:15][c:16]([Br:18])[cH:17]2)[Cl:22])[cH:3][c:4]2[c:5]1[cH:6][cH:7][cH:8][cH:9]2. The reactants are C(C)OC(=O)C=1N(C2=CC=CC=C2C1C=1SC=CC1)CC1=CC=C(C=C1)N (1-(4-amino-benzyl)-3-thiophene-2-yl-1H-indole-2-carboxylic acid ethyl ester), C1(=CC=CC=C1)B(O)O (phenylboronic acid). Yields the product N(C1=CC=CC=C1)C1=CC=C(CN2C(=C(C3=CC=CC=C23)C=2SC=CC2)C(=O)O)C=C1 (1-(4-anilinobenzyl)-3-thien-2-yl-1H-indole-2-carboxylic acid). RXN SMILES: C([O:3][C:4]([C:6]1[N:7]([CH2:20][C:21]2[CH:26]=[CH:25][C:24]([NH2:27])=[CH:23][CH:22]=2)[C:8]2[C:13]([C:14]=1[C:15]1[S:16][CH:17]=[CH:18][CH:19]=1)=[CH:12][CH:11]=[CH:10][CH:9]=2)=[O:5])C.[C:28]1(B(O)O)[CH:33]=[CH:32][CH:31]=[CH:30][CH:29]=1>>[NH:27]([C:24]1[CH:23]=[CH:22][C:21]([CH2:20][N:7]2[C:8]3[C:13](=[CH:12][CH:11]=[CH:10][CH:9]=3)[C:14]([C:15]3[S:16][CH:17]=[CH:18][CH:19]=3)=[C:6]2[C:4]([OH:3])=[O:5])=[CH:26][CH:25]=1)[C:28]1[CH:33]=[CH:32][CH:31]=[CH:30][CH:29]=1. Reported procedure: The title compound was prepared from 1-(4-amino-benzyl)-3-thiophene-2-yl-1H-indole-2-carboxylic acid ethyl ester and phenylboronic acid followed the procedure of Example 16 as a light green solid: 1H NMR (DMSO-d6) δ 5.70 (s, 2H), 6.78 (td, J=7.4, 1.0 Hz, 1H), 6.98 (d, J=8.7 Hz, 2H), 7.01 (dd, J=8.5, 1.0 Hz, 2H), 7.04 (d, J=8.7 Hz, 2H), 7.16 (t, J=3.5 Hz, 1H), 7.17 (dd, J=5.2, 1.6 Hz, 2H), 7.21 (dd, J=6.9, 2.1 Hz, 2H), 7.33-7.37 (m, 1H), 7.61 (dd, J=5.1, 1.3 Hz, 1H), 7.66 (t, J=8.7 Hz, 2H), 8.12 ...